This data is from the Open Reaction Database (ORD), a public repository of structured organic reaction records. The task is: describe an organic reaction: reactants, conditions, products, and yield Reactants: O=C([O-])[O-], N#Cc1ccc(B(O)O)cc1, Clc1cc(I)ccn1, [K+], [K+], C1COCCO1. The product is N#Cc1ccc(-c2ccnc(Cl)c2)cc1. As a reaction SMILES: [C:20](=[O:21])([O-:22])[O-:23].[C:9](#[N:10])[c:11]1[cH:12][cH:13][c:14]([B:17]([OH:18])[OH:19])[cH:15][cH:16]1.[Cl:1][c:2]1[n:3][cH:4][cH:5][c:6]([I:8])[cH:7]1.[K+:24].[K+:25].[O:26]1[CH2:27][CH2:28][O:29][CH2:30][CH2:31]1>>[Cl:1][c:2]1[n:3][cH:4][cH:5][c:6](-[c:14]2[cH:13][cH:12][c:11]([C:9]#[N:10])[cH:16][cH:15]2)[cH:7]1. The product is COC(=O)c1ccc(C(=CC2CCCC2)c2cc3cccnc3n2S(=O)(=O)c2ccccc2)c(F)c1. The reactants are COC(=O)c1ccc(B2OC(C)(C)C(C)(C)O2)c(F)c1, [Na+], [Na+], O=C([O-])[O-], C1COCCO1, Cl[Pd]Cl, Cc1ccc(S(=O)(=O)OC(=CC2CCCC2)c2cc3cccnc3n2S(=O)(=O)c2ccccc2)cc1, c1ccc(P(c2ccccc2)c2ccccc2)cc1, c1ccc(P(c2ccccc2)c2ccccc2)cc1. Reaction SMILES: [CH3:37][O:38][C:39]([c:40]1[cH:41][c:42]([F:55])[c:43]([B:46]2[O:47][C:48]([CH3:49])([CH3:50])[C:51]([CH3:52])([CH3:53])[O:54]2)[cH:44][cH:45]1)=[O:56].[Na+:57].[Na+:58].[O-:59][C:60](=[O:61])[O-:62].[O:63]1[CH2:64][CH2:65][O:66][CH2:67][CH2:68]1.[Pd:69]([Cl:70])[Cl:71].[c:1]1([S:7](=[O:8])(=[O:9])[n:10]2[c:11]([C:19](=[CH:20][CH:21]3[CH2:22][CH2:23][CH2:24][CH2:25]3)[O:26][S:27]([c:28]3[cH:29][cH:30][c:31]([CH3:32])[cH:33][cH:34]3)(=[O:35])=[O:36])[cH:12][c:13]3[c:14]2[n:15][cH:16][cH:17][cH:18]3)[cH:2][cH:3][cH:4][cH:5][cH:6]1.[c:72]1([P:73]([c:74]2[cH:75][cH:76][cH:77][cH:78][cH:79]2)[c:80]2[cH:81][cH:82][cH:83][cH:84][cH:85]2)[cH:86][cH:87][cH:88][cH:89][cH:90]1.[c:91]1([P:92]([c:93]2[cH:94][cH:95][cH:96][cH:97][cH:98]2)[c:99]2[cH:100][cH:101][cH:102][cH:103][cH:104]2)[cH:105][cH:106][cH:107][cH:108][cH:109]1>>[c:1]1([S:7](=[O:8])(=[O:9])[n:10]2[c:11]([C:19](=[CH:20][CH:21]3[CH2:22][CH2:23][CH2:24][CH2:25]3)[c:43]3[c:42]([F:55])[cH:41][c:40]([C:39]([O:38][CH3:37])=[O:56])[cH:45][cH:44]3)[cH:12][c:13]3[c:14]2[n:15][cH:16][cH:17][cH:18]3)[cH:2][cH:3][cH:4][cH:5][cH:6]1. Reactants: FC1=C(C(=CC=C1)F)N1CCNCC1 (1-(2,6-difluorophenyl)piperazine), ClCCN1C(CC2(CCCC2)CC1=O)=O (8-(2-chloroethyl)-8-azaspiro[4.5]decane-7,9-dione). Conditions: temperature 160 celsius, time 5 hour. Yields the product FC1=C(C(=CC=C1)F)N1CCN(CC1)CCN1C(CC2(CCCC2)CC1=O)=O (8-{2-[4-(2,6-Difluorophenyl)piperazino]ethyl}-8-azaspiro[4.5]decane-7,9-dione). The yield is 26.4%. As a reaction SMILES: [F:1][C:2]1[CH:7]=[CH:6][CH:5]=[C:4]([F:8])[C:3]=1[N:9]1[CH2:14][CH2:13][NH:12][CH2:11][CH2:10]1.Cl[CH2:16][CH2:17][N:18]1[C:27](=[O:28])[CH2:26][C:21]2([CH2:25][CH2:24][CH2:23][CH2:22]2)[CH2:20][C:19]1=[O:29]>>[F:8][C:4]1[CH:5]=[CH:6][CH:7]=[C:2]([F:1])[C:3]=1[N:9]1[CH2:14][CH2:13][N:12]([CH2:16][CH2:17][N:18]2[C:19](=[O:29])[CH2:20][C:21]3([CH2:25][CH2:24][CH2:23][CH2:22]3)[CH2:26][C:27]2=[O:28])[CH2:11][CH2:10]1. Procedure: A mixture of 1-(2,6-difluorophenyl)piperazine (23.8 mg, 0.120 mmol) and 8-(2-chloroethyl)-8-azaspiro[4.5]decane-7,9-dione(20 mg, 0.087 mmol) was heated with stirring at 160° C. for 5 hours. The residue was purified by preparative HPLC (see Example 8 for conditions), giving (after removal of the solvent) the title compound as a pale yellow oil (8.9 mg, 0.023 mmol, 26%): ESI-MS m/z 392 (MH+). The reactants are C(C)(=O)O[C@H]1C[C@@H]2CC[C@H]3[C@@H]4CC=C([C@@]4(C)CC[C@@H]3[C@]2(CC1)C)C=1C=NC=CC1 (3α-acetoxy-17-(3 -pyridyl)-5α-androst-16-ene), [OH-].[Na+] (sodium hydroxide). The solvent is CO (methanol). Conditions: temperature 80 celsius. Yields the product N1=CC(=CC=C1)C=1[C@]2(C)[C@@H](CC1)[C@@H]1CC[C@H]3C[C@@H](CC[C@]3(C)[C@H]1CC2)O (17-(3-Pyridyl)-5α-androst-16-en-3α-ol). Isolated yield 78.1%. As a reaction SMILES: C([O:4][C@@H:5]1[CH2:22][CH2:21][C@@:20]2([CH3:23])[C@@H:7]([CH2:8][CH2:9][C@@H:10]3[C@@H:19]2[CH2:18][CH2:17][C@@:15]2([CH3:16])[C@H:11]3[CH2:12][CH:13]=[C:14]2[C:24]2[CH:25]=[N:26][CH:27]=[CH:28][CH:29]=2)[CH2:6]1)(=O)C.[OH-].[Na+]>CO>[N:26]1[CH:27]=[CH:28][CH:29]=[C:24]([C:14]2[C@:15]3([CH2:17][CH2:18][C@H:19]4[C@@H:10]([CH2:9][CH2:8][C@@H:7]5[C@:20]4([CH3:23])[CH2:21][CH2:22][C@@H:5]([OH:4])[CH2:6]5)[C@@H:11]3[CH2:12][CH:13]=2)[CH3:16])[CH:25]=1 |f:1.2|. Reported procedure: The method followed that described in Example 2, but using 3α-acetoxy-17-(3 -pyridyl)-5α-androst-16-ene (2.33 g, 5.9 mmol), methanol (40 ml), aqueous sodium hydroxide (10% w/v, 8 ml), and the mixture was heated at 80° C. for 20 min. Chromatography, on elution with toluene-methanol (40:1 ), afforded the title compound (1.62 g, 78%) which crystallised from toluene, m.p. 198°-199° C.; 1H-NMR(CDCl3) inter alia. δ0.84(3H,s,19-CH3), 1.00(3H,s,18-CH3), 4.06(1H,m,3β-H), 5.97(1H,m,16-H), 7.21(1H,m,Py 5-H... Reaction SMILES: C([NH:4][C@H:5]([C:10]([OH:12])=[O:11])[C:6]([CH3:9])([CH3:8])[CH3:7])(=O)C.C1C=C2C(C(O)(O)C(=O)C2=CC=1)=O>>[NH2:4][C@H:5]([C:10]([OH:12])=[O:11])[C:6]([CH3:9])([CH3:8])[CH3:7]. Reaction conditions: time 12 hour. Procedure: The above commercially available L-aminoacylase (Comparative Example 2) (0.5 mL) was added to the reaction reagent (9.5 mL) containing the above N-acetyl-L-tert-leucine and, after the above was gently stirred, the reaction was conducted at 25° C. for 12 hours. As a control test, the same reaction was conducted by adding 50 mM K-phosphate buffer (pH 7.5) to the reagent mixture in place of the L-aminoacylase solution. After the enzymatic reaction, the L-amino acid was directly detected by TLC and ... Starting materials: reagent, C(C)(=O)N[C@@H](C(C)(C)C)C(=O)O (N-acetyl-L-tert-leucine), K-phosphate, L-amino acid, C1=CC=C2C(=C1)C(=O)C(C2=O)(O)O (ninhydrin). The product is N[C@@H](C(C)(C)C)C(=O)O (L-tert-leucine). Starting materials: CC(C)(C)[Si](OC(C)(C)C#CC[C@@H](C)C1=CC[C@H]2C3=CC=C4C[C@H](C[C@@H]([C@]4(C)[C@H]3CC[C@]12C)O[Si](CC)(CC)CC)O[Si](C(C(C)C)(C)C)(C)C)(C)C ((1α,3β)-[[25-[[(1,1-dimethylethyl)dimethylsilyl]oxy]-3-[[dimethyl(1,1,2-trimethylpropyl)silyl]oxy]cholesta-5,7,16-trien-23-yn-1-yl]oxy]triethylsilane), [N+](CCCC)(CCCC)(CCCC)CCCC.[F-] (Bu4NF), CCOC(=O)C (EtOAc), O (water). Solvent: O1CCCC1 (tetrahydrofuran). Conditions: time 40 hour. The product is CC(C)(C#CC[C@@H](C)C1=CC[C@H]2C3=CC=C4C[C@H](C[C@@H]([C@]4(C)[C@H]3CC[C@]12C)O)O)O ((1α,3β)-cholesta-5,7,16-trien-23-yne-1,3,25-triol). Isolated yield 86.1%. RXN SMILES: CC([Si](C)(C)[O:6][C:7]([C:10]#[C:11][CH2:12][C@H:13]([C:15]1[C@:32]2([CH3:33])[C@H:18]([C:19]3[C@H:29]([CH2:30][CH2:31]2)[C@:27]2([CH3:28])[C:22]([CH2:23][C@@H:24]([O:42][Si](C)(C)C(C)(C)C(C)C)[CH2:25][C@@H:26]2[O:34][Si](CC)(CC)CC)=[CH:21][CH:20]=3)[CH2:17][CH:16]=1)[CH3:14])([CH3:9])[CH3:8])(C)C.[N+](CCCC)(CCCC)(CCCC)CCCC.[F-].CCOC(C)=O.O>O1CCCC1>[CH3:8][C:7]([OH:6])([C:10]#[C:11][CH2:12][C@H:13]([C:15]1[C@:32]2([CH3:33])[C@H:18]([C:19]3[C@H:29]([CH2:30][CH2:31]2)[C@:27]2([CH3:28])[C:22]([CH2:23][C@@H:24]([OH:42])[CH2:25][C@@H:26]2[OH:34])=[CH:21][CH:20]=3)[CH2:17][CH:16]=1)[CH3:14])[CH3:9] |f:1.2|. Procedure details: A mixture of 20.7 g (26.5 mmol) of (1α,3β)-[[25-[[(1,1-dimethylethyl)dimethylsilyl]oxy]-3-[[dimethyl(1,1,2-trimethylpropyl)silyl]oxy]cholesta-5,7,16-trien-23-yn-1-yl]oxy]triethylsilane and 265 mL (265 mmol) of 1M Bu4NF in tetrahydrofuran was stirred at 30°-35° C. for 40 hr. After cooling to room temperature, 265 mL of EtOAc and 265 mL of water were added. The aqueous layer was extracted with 2×125 mL of EtOAc. The combined EtOAc solutions were concentrated to dryness. The residue was suspended i... Reactants: [H-].[Na+] (Sodium hydride), Cl (HCl), C(=C)N1C(CCC1)=O (1-vinyl-pyrrolidin-2-one), BrC1=C(C(=O)OCC)C=CC=C1 (ethyl 2-bromobenzoate). Solvent: O1CCCC1 (tetrahydrofuran). Run at temperature 5 celsius, time 10 minute. Yields the product BrC1=C(C=CC=C1)C=1CCCN1 (5-(2-bromophenyl)-3,4-dihydro-2H-pyrrole). Isolated yield 94.1%. As a reaction SMILES: [H-].[Na+].C([N:5]1[CH2:9][CH2:8][CH2:7][C:6]1=O)=C.[Br:11][C:12]1[CH:22]=[CH:21][CH:20]=[CH:19][C:13]=1C(OCC)=O.Cl>O1CCCC1>[Br:11][C:12]1[CH:22]=[CH:21][CH:20]=[CH:19][C:13]=1[C:6]1[CH2:7][CH2:8][CH2:9][N:5]=1 |f:0.1|. Reported procedure: Sodium hydride (977 mmol, 23.45 g) was suspended in tetrahydrofuran (700 mL) and cooled to 5° C. with an ice-water bath. To this cold suspension was added 1-vinyl-pyrrolidin-2-one (465 mmol, 51.7 g) over approximately 20 minutes, maintaining an internal temperature reaction temp of less than 5° C. then ethyl 2-bromobenzoate (437 mmol, 100 g) was added. After the addition was complete the reaction was stirred at 5° C. for 10 minutes then refluxed for 2 hours and allowed to cool to room temperatur... Starting materials: C(C)(C)(C)OC(NCCI)=O ((2-iodoethyl)-carbamic acid tert-butyl ester), [I-] (iodide), C(C1=CC=CC=C1)OC1=C(C=CC(=C1)I)N1CC(N(S1(=O)=O)CC[Si](C)(C)C)=O (5-(2-benzyloxy-4-iodophenyl)-1,1-dioxo-2-(2-trimethylsilanylethyl)-1,2,5-thiadiazolidin-3-one). The reagents and catalysts are [Zn] (Zinc). The solvent is CN(C)C=O (DMF), CN(C)C=O (DMF), CCOC(=O)C (EtOAc). Run at time 30 minute. The product is C(C)(C)(C)OC(NCCC1=CC(=C(C=C1)N1S(N(C(C1)=O)CC[Si](C)(C)C)(=O)=O)OCC1=CC=CC=C1)=O ((2-{3-Benzyloxy-4-[1,1,4-trioxo-5-(2-trimethylsilanylethyl)-1,2,5-thiadiazolidin-2-yl]-phenyl}-ethyl)-carbamic Acid Tert-butyl Ester). As a reaction SMILES: [C:1]([O:5][C:6](=[O:11])[NH:7][CH2:8][CH2:9]I)([CH3:4])([CH3:3])[CH3:2].[I-].[CH2:13]([O:20][C:21]1[CH:26]=[C:25](I)[CH:24]=[CH:23][C:22]=1[N:28]1[S:32](=[O:34])(=[O:33])[N:31]([CH2:35][CH2:36][Si:37]([CH3:40])([CH3:39])[CH3:38])[C:30](=[O:41])[CH2:29]1)[C:14]1[CH:19]=[CH:18][CH:17]=[CH:16][CH:15]=1>CN(C=O)C.CCOC(C)=O.[Zn]>[C:1]([O:5][C:6](=[O:11])[NH:7][CH2:8][CH2:9][C:25]1[CH:24]=[CH:23][C:22]([N:28]2[CH2:29][C:30](=[O:41])[N:31]([CH2:35][CH2:36][Si:37]([CH3:40])([CH3:39])[CH3:38])[S:32]2(=[O:34])=[O:33])=[C:21]([O:20][CH2:13][C:14]2[CH:19]=[CH:18][CH:17]=[CH:16][CH:15]=2)[CH:26]=1)([CH3:4])([CH3:3])[CH3:2]. Procedure details: Zinc dust (3 g, 46 mmol) is placed in a flask and heated under vacuum to remove traces of water. DMF (25 mL) is then added under nitrogen atmosphere. Dibromoethane (cat. 0.25 mL) is added and the mixture heated until effervescence occurs. The reaction is allowed to cool to RT over 30 min and chlorotrimethylsilane (cat 0.3 mL) is added, followed after 30 min with (2-iodoethyl)-carbamic acid tert-butyl ester (4.5 g, 16.5 mmol) dissolved in 10 mL of DMF. After 30 min, TLC indicates the iodide has b...